Dataset: the Open Reaction Database (ORD), a public repository of structured organic reaction records. Task: describe an organic reaction: reactants, conditions, products, and yield Starting materials: S(CCC(=O)OCC=C)CCC(=O)OCC=C (3,3′-thiodipropionic acid, diallyl ester), [H-].[Na+] (sodium hydride), resultant mixture, C(C=C)O (allyl alcohol). Solvent: CCOCC (ether), CCOCC (ether). Product: S1CC(C(CC1)=O)C(=O)O (tetrahydrothiopyran-4-one-3-carboxylic acid). Isolated yield 83.1%. RXN SMILES: [H-].[Na+].C(O)C=C.[S:7]([CH2:16][CH2:17][C:18]([O:20]CC=C)=[O:19])[CH2:8][CH2:9][C:10]([O:12]CC=C)=O>CCOCC>[S:7]1[CH2:8][CH2:9][C:10](=[O:12])[CH:17]([C:18]([OH:20])=[O:19])[CH2:16]1 |f:0.1|. Reported procedure: To a mixture of sodium hydride (60% in oil, 1.6 g, 38.7 mmol) in 10 mL of dry ether at room temperature was added allyl alcohol (2.25g, 38.7 mmol) in a dropwise manner. The resultant mixture was stirred for 15 min. A solution-of 3,3′-thiodipropionic acid, diallyl ester (5.0 g, 19.3 mmol) in 10 mL ether was slowly added and the mixture refluxed for 5 h. The reaction was cooled to room temperature and then quenched with water and the pH adjusted to 4 with IN HCl. The ether layer was separated and ...